This data is from the Open Reaction Database (ORD), a public repository of structured organic reaction records. The task is: describe an organic reaction: reactants, conditions, products, and yield Reactants: COC1=C(C=CC(=C1)N1N=C(C=C1)C)C(=O)N1CC=2N(CC3=C1C=CC=C3)C=CC2 ([2-Methoxy-4-(3-methyl-pyrazol-1-yl)-phenyl](5H,11H-pyrrolo[2,1-c][1,4]-benzodiazepin-10-yl)methanone), N,N,N,N′-tetramethyldiaminomethane, C(C)(=O)O (acetic acid), C=O (formalin). Run in CO (methanol). Product: CN(C)CC1=CC=C2CN(C3=C(CN21)C=CC=C3)C(=O)C3=C(C=C(C=C3)N3N=C(C=C3)C)OC ((3-Dimethylaminomethyl-5H,11H-pyrrolo[2,1-c][1,4]benzodiazepin-10-yl)[2-methoxy-4-(3-methyl-pyrazol-1-yl)-phenyl]-methanone). As a reaction SMILES: [CH3:1][O:2][C:3]1[CH:8]=[C:7]([N:9]2[CH:13]=[CH:12][C:11]([CH3:14])=[N:10]2)[CH:6]=[CH:5][C:4]=1[C:15]([N:17]1[C:23]2[CH:24]=[CH:25][CH:26]=[CH:27][C:22]=2[CH2:21][N:20]2[CH:28]=[CH:29][CH:30]=[C:19]2[CH2:18]1)=[O:16].C(O)(=O)C.C=O>CO>[CH3:15][N:17]([CH2:23][C:28]1[N:20]2[C:19]([CH2:18][N:17]([C:15]([C:4]3[CH:5]=[CH:6][C:7]([N:9]4[CH:13]=[CH:12][C:11]([CH3:14])=[N:10]4)=[CH:8][C:3]=3[O:2][CH3:1])=[O:16])[C:23]3[CH:24]=[CH:25][CH:26]=[CH:27][C:22]=3[CH2:21]2)=[CH:30][CH:29]=1)[CH3:18]. Procedure details: To a stirred solution of [2-methoxy-4-(3-methyl-pyrazol-1-yl)-phenyl](5H,11H-pyrrolo[2,1-c][1,4]benzodiazepin-10-yl) methanone from Example 107 (0.57 g) in warm methanol (10 ml) was added N,N,N,N′-tetramethyldiaminomethane (0.392 ml) and acetic acid (0.164 ml). Following the addition of aqueous 37% formalin solution (2.9 ml) the reaction was stirred for fifteen minutes. The mixture was concentrated in vacuo and partitioned between dichloromethane and sodium hydrogen carbonate. The organic phase ... The reactants are COC(C(=C)C)=O.C(C=C)(=O)OCCCC.C(C=C)(=O)O.CC(=C)C(=O)OCCOC(=O)CC(=O)C (methylmethacrylate n-butyl acrylate acrylic acid AAEM). Solvent: O (water). Yields the product CC(=C)C(=O)OCCOC(=O)CC(=O)C (AAEM). As a reaction SMILES: COC(=O)C(C)=C.C(OCCCC)(=O)C=C.C(O)(=O)C=C.[CH3:22][C:23]([C:25]([O:27][CH2:28][CH2:29][O:30][C:31]([CH2:33][C:34]([CH3:36])=[O:35])=[O:32])=[O:26])=[CH2:24]>O>[CH3:24][C:23]([C:25]([O:27][CH2:28][CH2:29][O:30][C:31]([CH2:33][C:34]([CH3:36])=[O:35])=[O:32])=[O:26])=[CH2:22] |f:0.1.2.3|. Procedure: Same procedure as Example 8 except monomers pre-emulsion was prepared by mixing 135 g of water, 7 g of Dowfax 2A1 surfactant and 300 g of acrylic monomers consisting of methylmethacrylate/n-butyl acrylate/acrylic acid/AAEM in ratio of 40.0/48.0/2.0/10.0. Resulting latex had the following properties: Starting materials: C(#N)C1=CC(=C(C=C1)C=1C=NN(C1O)C1=NC=C(C(=O)O)C=C1)C (6-(4-(4-cyano-2-methylphenyl)-5-hydroxy-1H-pyrazol-1-yl)nicotinic acid), COCC(C)N (1-methoxypropan-2-amine). The product is C(#N)C1=CC(=C(C=C1)C=1C=NN(C1O)C1=NC=C(C(=O)NC(COC)C)C=C1)C (6-(4-(4-cyano-2-methylphenyl)-5-hydroxy-1H-pyrazol-1-yl)-N-(1-methoxypropan-2-yl)nicotinamide). RXN SMILES: [C:1]([C:3]1[CH:8]=[CH:7][C:6]([C:9]2[CH:10]=[N:11][N:12]([C:15]3[CH:23]=[CH:22][C:18]([C:19](O)=[O:20])=[CH:17][N:16]=3)[C:13]=2[OH:14])=[C:5]([CH3:24])[CH:4]=1)#[N:2].[CH3:25][O:26][CH2:27][CH:28]([NH2:30])[CH3:29]>>[C:1]([C:3]1[CH:8]=[CH:7][C:6]([C:9]2[CH:10]=[N:11][N:12]([C:15]3[CH:23]=[CH:22][C:18]([C:19]([NH:30][CH:28]([CH3:29])[CH2:27][O:26][CH3:25])=[O:20])=[CH:17][N:16]=3)[C:13]=2[OH:14])=[C:5]([CH3:24])[CH:4]=1)#[N:2]. Procedure: The title compound was prepared in a manner similar to Example 112 using 6-(4-(4-cyano-2-methylphenyl)-5-hydroxy-1H-pyrazol-1-yl)nicotinic acid and 1-methoxypropan-2-amine. 1H NMR (400 MHz, DMSO-d6) δ ppm 1.17 (d, J=6.82 Hz, 3H) 2.44 (s, 3H) 3.29 (s, 3H) 3.30-3.33 (m, 1H) 3.44 (dd, J=9.47, 6.44 Hz, 1H) 4.15-4.32 (m, 1H) 7.67 (d, J=8.08 Hz, 1H) 7.74 (s, 1H) 7.78 (br. s., 1H) 8.19 (br. s., 1H) 8.43 (d, J=6.82 Hz, 1H) 8.50 (d, J=7.83 Hz, 2H) 8.87-8.96 (m, 1H) 13.19 (br. s., 1H). MS m/z [M+H]+ 392.2 Reactants: ClCC=1N=C(OC1C)C1=CC=CC=C1 (4-chloromethyl-5-methyl-2-phenyloxazole), OC1=CC=C(C=C1)CCCO (3-(4-hydroxyphenyl)propanol), C([O-])([O-])=O.[K+].[K+] (potassium carbonate), CN(C=O)C (N,N-dimethylformamide). The solvent is O (Water). Conditions: temperature 60 celsius, time 14 hour. Yields the product CC1=C(N=C(O1)C1=CC=CC=C1)COC1=CC=C(C=C1)CCCO (3-[4-(5-methyl-2-phenyl-4-oxazolylmethoxy)phenyl]propanol). Isolated yield 84.0%. RXN SMILES: Cl[CH2:2][C:3]1[N:4]=[C:5]([C:9]2[CH:14]=[CH:13][CH:12]=[CH:11][CH:10]=2)[O:6][C:7]=1[CH3:8].[OH:15][C:16]1[CH:21]=[CH:20][C:19]([CH2:22][CH2:23][CH2:24][OH:25])=[CH:18][CH:17]=1.C(=O)([O-])[O-].[K+].[K+].CN(C)C=O>O>[CH3:8][C:7]1[O:6][C:5]([C:9]2[CH:14]=[CH:13][CH:12]=[CH:11][CH:10]=2)=[N:4][C:3]=1[CH2:2][O:15][C:16]1[CH:17]=[CH:18][C:19]([CH2:22][CH2:23][CH2:24][OH:25])=[CH:20][CH:21]=1 |f:2.3.4|. Procedure: A mixture of 4-chloromethyl-5-methyl-2-phenyloxazole (3.41 g), 3-(4-hydroxyphenyl)propanol (2.50 g), potassium carbonate (3.40 g) and N,N-dimethylformamide (25 ml) was stirred for 14 hours at 60° C. Water was added to the reaction mixture, and the mixture was extracted with ethyl acetate. The ethyl acetate layer was washed with saturated aqueous sodium chloride, dried (MgSO4), and then concentrated. The residue was subjected to column chromatography on silica gel, and 3-[4-(5-methyl-2-phenyl-4-o... The reactants are C(=O)(O)[O-].[Na+] (NaHCO3), C(C)(C)(C)OC(=O)N1CC2=CC(=CC=C2C[C@H]1C(=O)O)O ((S)-2-(tert-butoxycarbonyl)-7-hydroxy-1,2,3,4-tetrahydroisoquinoline-3-carboxylic acid), C(CCl)Cl (EDC), [C@H]1(CCCC2=CC=CC=C12)N ((R)-1,2,3,4-tetrahydronaphthalen-1-amine), CN1CCOCC1 (NMM), C1=CC2=C(N=C1)N(N=N2)O (HOAt). Run in CCOC(=O)C (EtOAc), CN(C)C=O (DMF). Conditions: time 10 minute. Yields the product OC1=CC=C2C[C@H](N(CC2=C1)C(=O)OC(C)(C)C)C(N[C@@H]1CCCC2=CC=CC=C12)=O ((S)-tert-Butyl 7-hydroxy-3-(((R)-1,2,3,4-tetrahydronaphthalen-1-yl)carbamoyl)-3,4-dihydroisoquinoline-2(1H)-carboxylate). Isolated yield 65.9%. Reaction SMILES: [C:1]([O:5][C:6]([N:8]1[C@H:17]([C:18]([OH:20])=O)[CH2:16][C:15]2[C:10](=[CH:11][C:12]([OH:21])=[CH:13][CH:14]=2)[CH2:9]1)=[O:7])([CH3:4])([CH3:3])[CH3:2].C(Cl)CCl.C1C=NC2N(O)N=NC=2C=1.[C@H:36]1([NH2:46])[C:45]2[C:40](=[CH:41][CH:42]=[CH:43][CH:44]=2)[CH2:39][CH2:38][CH2:37]1.CN1CCOCC1.C([O-])(O)=O.[Na+]>CN(C=O)C.CCOC(C)=O>[OH:21][C:12]1[CH:11]=[C:10]2[C:15]([CH2:16][C@@H:17]([C:18](=[O:20])[NH:46][C@H:36]3[C:45]4[C:40](=[CH:41][CH:42]=[CH:43][CH:44]=4)[CH2:39][CH2:38][CH2:37]3)[N:8]([C:6]([O:5][C:1]([CH3:3])([CH3:2])[CH3:4])=[O:7])[CH2:9]2)=[CH:14][CH:13]=1 |f:5.6|. Reported procedure: To a 0° C. solution of (S)-2-(tert-butoxycarbonyl)-7-hydroxy-1,2,3,4-tetrahydroisoquinoline-3-carboxylic acid (1.32 g, 4.49 mmol) in DMF (30 mL) was added EDC (1.03 g, 5.39 mmol) followed by HOAt (0.73 g, 5.39 mmol). After 10 min, (R)-1,2,3,4-tetrahydronaphthalen-1-amine (Alfa Aesar, 0.66 mL, 4.49 mmol) and NMM (1.48 mL, 13.5 mmol) were added. The resulting reaction mixture was allowed to warm to room temperature over 4 h and then poured into a separatory funnel containing EtOAc and sat. aq. NaH...